This data is from the Open Reaction Database (ORD), a public repository of structured organic reaction records. The task is: describe an organic reaction: reactants, conditions, products, and yield Reactants: N#Cc1ccc2c(cc(C3CC3)n2Cc2ccc(Br)o2)c1C(F)(F)F, OB(O)c1cc(C(F)(F)F)cc(C(F)(F)F)c1. The product is N#Cc1ccc2c(cc(C3CC3)n2Cc2ccc(-c3cc(C(F)(F)F)cc(C(F)(F)F)c3)o2)c1C(F)(F)F. Reaction SMILES: [Br:1][c:2]1[cH:3][cH:4][c:5]([CH2:7][n:8]2[c:9]([CH:23]3[CH2:24][CH2:25]3)[cH:10][c:11]3[c:12]([C:19]([F:20])([F:21])[F:22])[c:13]([C:17]#[N:18])[cH:14][cH:15][c:16]23)[o:6]1.[F:26][C:27]([c:28]1[cH:29][c:30]([B:38]([OH:39])[OH:40])[cH:31][c:32]([C:34]([F:35])([F:36])[F:37])[cH:33]1)([F:41])[F:42]>>[c:2]1(-[c:30]2[cH:29][c:28]([C:27]([F:26])([F:41])[F:42])[cH:33][c:32]([C:34]([F:35])([F:36])[F:37])[cH:31]2)[cH:3][cH:4][c:5]([CH2:7][n:8]2[c:9]([CH:23]3[CH2:24][CH2:25]3)[cH:10][c:11]3[c:12]([C:19]([F:20])([F:21])[F:22])[c:13]([C:17]#[N:18])[cH:14][cH:15][c:16]23)[o:6]1. Starting materials: ClC1=NC(=NC=C1C(=O)OCC)SC (Ethyl 4-chloro-2-(methylthio)pyrimidine-5-carboxylate), N[C@H]1C[C@H](CCC1)O ((1S,3R)-3-aminocyclohexanol), CCN(C(C)C)C(C)C (DIEA). The solvent is C(C)O (ethanol). Run at temperature 60 celsius, time 2 hour. The product is O[C@@H]1C[C@@H](CCC1)NC1=NC(=NC=C1C(=O)OCC)SC (Ethyl 4-((1R,3S)-3-hydroxycyclohexylamino)-2-(methylthio)-pyrimidine-5-carboxylate). RXN SMILES: Cl[C:2]1[C:7]([C:8]([O:10][CH2:11][CH3:12])=[O:9])=[CH:6][N:5]=[C:4]([S:13][CH3:14])[N:3]=1.[NH2:15][C@@H:16]1[CH2:21][CH2:20][CH2:19][C@H:18]([OH:22])[CH2:17]1.CCN(C(C)C)C(C)C>C(O)C>[OH:22][C@H:18]1[CH2:19][CH2:20][CH2:21][C@@H:16]([NH:15][C:2]2[C:7]([C:8]([O:10][CH2:11][CH3:12])=[O:9])=[CH:6][N:5]=[C:4]([S:13][CH3:14])[N:3]=2)[CH2:17]1. Procedure: Ethyl 4-chloro-2-(methylthio)pyrimidine-5-carboxylate (4.38 g, 18.82 mmol) and (1S,3R)-3-aminocyclohexanol (2.276 g, 19.76 mmol; prepared as described in Tetrahedron: Asymmetry 15:2051-2056 (2004)) were dissolved in ethanol (75 mL) before adding DIEA (4.93 ml, 28.2 mmol) and heating to 60° C. After 2 hrs, LCMS showed the desired product mass was the dominant peak formed. The reaction was removed from heat and concentrated. The crude material was purified on a 340G SNAP Biotage column (20-100% et... Reactants: [OH-].[Na+] (NaOH), CSC1=NC=CC(=N1)CC(=O)C1=CC(=CC=C1)C(F)(F)F (2-(2-methylthiopyrimidin-4-yl)-1-(3-trifluoromethylphenyl)ethanone), N(=O)[O-].[Na+] (sodium nitrite), C1CCOC1 (THF). Run in O (water), C(C)(=O)OCC (ethyl acetate), C(C)(=O)O (acetic acid), O (water). The product is CSC1=NC=CC(=N1)C(C(=O)C1=CC(=CC=C1)C(F)(F)F)=NO (1-(2-Methylthiopyrimidin-4-yl)-2-(3-trifluoromethylphenyl)-ethane-1,2-dione 1-oxime). As a reaction SMILES: [CH3:1][S:2][C:3]1[N:8]=[C:7]([CH2:9][C:10]([C:12]2[CH:17]=[CH:16][CH:15]=[C:14]([C:18]([F:21])([F:20])[F:19])[CH:13]=2)=[O:11])[CH:6]=[CH:5][N:4]=1.C1COCC1.[N:27]([O-])=[O:28].[Na+].[OH-].[Na+]>C(O)(=O)C.O.C(OCC)(=O)C>[CH3:1][S:2][C:3]1[N:8]=[C:7]([C:9](=[N:27][OH:28])[C:10]([C:12]2[CH:17]=[CH:16][CH:15]=[C:14]([C:18]([F:20])([F:21])[F:19])[CH:13]=2)=[O:11])[CH:6]=[CH:5][N:4]=1 |f:2.3,4.5|. Procedure details: To a mixture of 2-(2-methylthiopyrimidin-4-yl)-1-(3-trifluoromethylphenyl)ethanone (4.5 g, 0.0144 mole) in acetic acid (67 mL), was added THF (54 mL) and water (9 mL). The mixture was cooled to +5° C. and a solution of sodium nitrite (1.34 g, 0.0194 mole) added dropwise while maintaining the temperature below +10° C. Upon completion of addition, the reaction was allowed to warm to room temperature for 1 hour, diluted with water (200 mL) and ethyl acetate (200 mL) and the pH adjusted to 7.5 with ... Reactants: CS(=O)(=O)N1CCNCC1, CN1CCCC1=O, CN(C(=O)N(C)C1CN(C(=O)Oc2ccc([N+](=O)[O-])cc2)CC1c1ccc(F)cc1)c1cc(Cl)cc(Cl)c1, O. Product: CN(C(=O)N(C)C1CN(C(=O)N2CCN(S(C)(=O)=O)CC2)CC1c1ccc(F)cc1)c1cc(Cl)cc(Cl)c1. Reaction SMILES: [CH3:39][S:40](=[O:41])(=[O:42])[N:43]1[CH2:44][CH2:45][NH:46][CH2:47][CH2:48]1.[CH3:50][N:51]1[CH2:52][CH2:53][CH2:54][C:55]1=[O:56].[Cl:1][c:2]1[cH:3][c:4]([N:9]([C:10](=[O:11])[N:12]([CH:13]2[CH2:14][N:15]([C:25]([O:27][c:26]3[cH:28][cH:29][c:30]([N+:31]([O-:32])=[O:33])[cH:34][cH:35]3)=[O:36])[CH2:16][CH:17]2[c:18]2[cH:19][cH:20][c:21]([F:24])[cH:22][cH:23]2)[CH3:37])[CH3:38])[cH:5][c:6]([Cl:8])[cH:7]1.[OH2:49]>>[Cl:1][c:2]1[cH:3][c:4]([N:9]([C:10](=[O:11])[N:12]([CH:13]2[CH2:14][N:15]([C:25](=[O:27])[N:46]3[CH2:45][CH2:44][N:43]([S:40]([CH3:39])(=[O:41])=[O:42])[CH2:48][CH2:47]3)[CH2:16][CH:17]2[c:18]2[cH:19][cH:20][c:21]([F:24])[cH:22][cH:23]2)[CH3:37])[CH3:38])[cH:5][c:6]([Cl:8])[cH:7]1. The reactants are Cl.COC=1C=C2CCNCC2=CC1OC (6,7-Dimethoxy-1,2,3,4-tetrahydroisoquinoline hydrochloride), S(=O)(=O)(Cl)Cl (sulphuryl chloride). The solvent is C(C)(=O)O (acetic acid). Reaction conditions: time 3 hour. Yields the product Cl.ClC1=C2CCNCC2=C(C(=C1OC)OC)Cl (5,8-Dichloro-6,7-dimethoxy-1,2,3,4-tetrahydroisoquinoline hydrochloride). As a reaction SMILES: [ClH:1].[CH3:2][O:3][C:4]1[CH:5]=[C:6]2[C:11](=[CH:12][C:13]=1[O:14][CH3:15])[CH2:10][NH:9][CH2:8][CH2:7]2.S(Cl)([Cl:19])(=O)=O>C(O)(=O)C>[ClH:19].[Cl:1][C:5]1[C:4]([O:3][CH3:2])=[C:13]([O:14][CH3:15])[C:12]([Cl:19])=[C:11]2[C:6]=1[CH2:7][CH2:8][NH:9][CH2:10]2 |f:0.1,4.5|. Procedure details: 6,7-Dimethoxy-1,2,3,4-tetrahydroisoquinoline hydrochloride (200 mg, 0.870 mmol) was suspended in glacial acetic acid (5 mL) and sulphuryl chloride (154 μL, 1.92 mmol) was added slowly. The resulting mixture was stirred at room temperature for 3 hours and then evaporated to give the title compound (quant) as a yellowish mass.